From a dataset of the Open Reaction Database (ORD), a public repository of structured organic reaction records. describe an organic reaction: reactants, conditions, products, and yield Starting materials: CN(CC1CC1)c1cnc(CN(CCO)Cc2ccccc2)c(Cl)n1, CC(C)(C)[O-], [K+], CN(C)C=O, O. The product is CN(CC1CC1)c1cnc2c(n1)OCCN(Cc1ccccc1)C2. RXN SMILES: [CH2:1]([c:2]1[cH:3][cH:4][cH:5][cH:6][cH:7]1)[N:8]([CH2:9][CH2:10][OH:11])[CH2:12][c:13]1[n:14][cH:15][c:16]([N:20]([CH3:21])[CH2:22][CH:23]2[CH2:24][CH2:25]2)[n:17][c:18]1[Cl:19].[CH3:26][C:27]([CH3:28])([O-:29])[CH3:30].[K+:31].[O:33]=[CH:34][N:35]([CH3:36])[CH3:37].[OH2:32]>>[CH2:1]([c:2]1[cH:3][cH:4][cH:5][cH:6][cH:7]1)[N:8]1[CH2:9][CH2:10][O:11][c:18]2[c:13]([n:14][cH:15][c:16]([N:20]([CH3:21])[CH2:22][CH:23]3[CH2:24][CH2:25]3)[n:17]2)[CH2:12]1. The reactants are C1(=CC=CC=C1)N1CCCC1 (1-phenylpyrrolidine), C(#N)C(=C(C#N)C#N)C#N (tetracyanoethylene). The solvent is CN(C=O)C (dimethylformamide). Conditions: temperature 40 celsius, time 3 hour. Product: N1(CCCC1)C1=CC=C(C=C1)C(=C(C#N)C#N)C#N (4-(pyrrolidino) tricyanovinylbenzene), pure product 4. Isolated yield 90.0%. As a reaction SMILES: [C:1]1([N:7]2[CH2:11][CH2:10][CH2:9][CH2:8]2)[CH:6]=[CH:5][CH:4]=[CH:3][CH:2]=1.[C:12]([C:14]([C:20]#[N:21])=[C:15](C#N)[C:16]#[N:17])#[N:13]>CN(C)C=O>[N:7]1([C:1]2[CH:6]=[CH:5][C:4]([C:15]([C:16]#[N:17])=[C:14]([C:20]#[N:21])[C:12]#[N:13])=[CH:3][CH:2]=2)[CH2:11][CH2:10][CH2:9][CH2:8]1. Procedure details: 4-(pyrrolidino) tricyanovinylbenzene was prepared by mixing 1-phenylpyrrolidine (1.0 g, 6.8 mmol) with tetracyanoethylene (0.9 g, 7 mmol) in 10 mL dimethylformamide at 0° C. The reaction mixture was stirred at room temperature for three hours and at 40° C. for another ten hours. The reaction mixture was quenched with 25 mL water and the dark red colored aqueous solution was extracted with 150 mL methylene chloride and washed several times with water (150 mL). The organic layer was then separated... Reactants: CN1CC=2N(C(NC(C2C1=O)C1=C(C=C(C#N)C=C1)S(=O)(=O)C)=O)C1=CC(=CC=C1)C(F)(F)F ((rac)-4-{6-methyl-2,5-dioxo-1-[3-(trifluoromethyl)phenyl]-2,3,4,5,6,7-hexahydro-1H-pyrrolo[3,4-d]pyrimidin-4-yl}-3-(methylsulfonyl)benzonitrile), C(#N)C1=C(N(C(N([C@@H]1C1=C(C=C(C=C1)C#N)S(=O)(=O)C)C(=O)NCCO)=O)C1=CC(=CC=C1)C(F)(F)F)C ((6S)-5-cyano-6-[4-cyano-2-(methylsulfonyl)phenyl]-N-(2-hydroxyethyl)-4-methyl-2-oxo-3-[3-(trifluoromethyl)phenyl]-3,6-dihydropyrimidine-1(2H)-carboxamide), C(#N)C1=CC(=C(C=C1)[C@H]1NC(N(C(=C1C#N)C)C1=CC(=CC=C1)C(F)(F)F)=O)S(=O)(=O)C ((4S)-4-[4-cyano-2-(methylsulfonyl)phenyl]-6-methyl-2-oxo-1-[3-(trifluoromethyl)phenyl]-1,2,3,4-tetrahydropyrimidine-5-carbonitrile). The product is C(#N)C1=CC(=C(C=C1)C1C2=C(N(C(N1C(=O)NCCO)=O)C1=CC(=CC=C1)C(F)(F)F)CN(C2=O)C)S(=O)(=O)C ((rac)-4-[4-Cyano-2-(methylsulfonyl)phenyl]-N-(2-hydroxyethyl)-6-methyl-2,5-dioxo-1-[3-(trifluoromethyl)phenyl]-1,2,4,5,6,7-hexahydro-3H-pyrrolo[3,4-d]pyrimidine-3-carboxamide). As a reaction SMILES: [CH3:1][N:2]1[C:10](=[O:11])[C:9]2[CH:8]([C:12]3[CH:19]=[CH:18][C:15]([C:16]#[N:17])=[CH:14][C:13]=3[S:20]([CH3:23])(=[O:22])=[O:21])[NH:7][C:6](=[O:24])[N:5]([C:25]3[CH:30]=[CH:29][CH:28]=[C:27]([C:31]([F:34])([F:33])[F:32])[CH:26]=3)[C:4]=2[CH2:3]1.C(C1[C@@H](C2C=CC(C#N)=CC=2S(C)(=O)=O)N([C:55]([NH:57][CH2:58][CH2:59][OH:60])=[O:56])C(=O)N(C2C=CC=C(C(F)(F)F)C=2)C=1C)#N.C(C1C=CC([C@@H]2C(C#N)=C(C)N(C3C=CC=C(C(F)(F)F)C=3)C(=O)N2)=C(S(C)(=O)=O)C=1)#N>>[C:16]([C:15]1[CH:18]=[CH:19][C:12]([CH:8]2[N:7]([C:55]([NH:57][CH2:58][CH2:59][OH:60])=[O:56])[C:6](=[O:24])[N:5]([C:25]3[CH:30]=[CH:29][CH:28]=[C:27]([C:31]([F:34])([F:32])[F:33])[CH:26]=3)[C:4]3[CH2:3][N:2]([CH3:1])[C:10](=[O:11])[C:9]2=3)=[C:13]([S:20]([CH3:23])(=[O:21])=[O:22])[CH:14]=1)#[N:17]. Reported procedure: The title compound was prepared from (rac)-4-{6-methyl-2,5-dioxo-1-[3-(trifluoromethyl)phenyl]-2,3,4,5,6,7-hexahydro-1H-pyrrolo[3,4-d]pyrimidin-4-yl}-3-(methylsulfonyl)benzonitrile (Example 34) analogously to the multi-step preparation of (6S)-5-cyano-6-[4-cyano-2-(methylsulfonyl)phenyl]-N-(2-hydroxyethyl)-4-methyl-2-oxo-3-[3-(trifluoromethyl)phenyl]-3,6-dihydropyrimidine-1(2H)-carboxamide (Example 10) from (4S)-4-[4-cyano-2-(methylsulfonyl)phenyl]-6-methyl-2-oxo-1-[3-(trifluoromethyl)phenyl]-1,... Reactants: NC1=C(C=C(C=C1)C(F)(F)F)C(=O)C1=CC=CC=C1 ((2-amino-5-trifluoromethyl-phenyl)-phenyl-methanone), C(C)C(C(CC#N)=O)CC (4-Ethyl-3-oxo-hexanenitrile). Product: C(C)C(CC)C1=NC2=CC=C(C=C2C(=C1C#N)C1=CC=CC=C1)C(F)(F)F (2-(1-Ethyl-propyl)-4-phenyl-6-trifluoromethyl-quinoline-3-carbonitrile). As a reaction SMILES: [NH2:1][C:2]1[CH:7]=[CH:6][C:5]([C:8]([F:11])([F:10])[F:9])=[CH:4][C:3]=1[C:12]([C:14]1[CH:19]=[CH:18][CH:17]=[CH:16][CH:15]=1)=O.[CH2:20]([CH:22]([CH2:28][CH3:29])[C:23](=O)[CH2:24][C:25]#[N:26])[CH3:21]>>[CH2:20]([CH:22]([C:23]1[C:24]([C:25]#[N:26])=[C:12]([C:14]2[CH:19]=[CH:18][CH:17]=[CH:16][CH:15]=2)[C:3]2[C:2](=[CH:7][CH:6]=[C:5]([C:8]([F:11])([F:10])[F:9])[CH:4]=2)[N:1]=1)[CH2:28][CH3:29])[CH3:21]. Reported procedure: The title compound was prepared in analogy to example 101 step B from (2-amino-5-trifluoromethyl-phenyl)-phenyl-methanone and 4-ethyl-3-oxo-hexanenitrile (prepared as described in example 101 step A). Off-white solid. MS (ESI): 369.4 (M+H)+. The reactants are C(C)(=O)OC(C(CCN1CCC(CC1)(C1=CC=CC=C1)NC(C)=O)C1=CC(=C(C=C1)Cl)Cl)C1=CN=NN1C1=CC=CC=C1 (5-[(1RS,2SR)-1-acetoxy-2-(3,4-dichlorophenyl)-4-(4-acetamido-4-phenylpiperidino)butyl]-1-phenyl-1,2,3-(1H)-triazole), C(C)(=O)OC(C(CC=O)C1=CC(=C(C=C1)Cl)Cl)C1=CN=NN1C1=CC=CC=C1 (5-[(1RS,2SR)-1-acetoxy-2-(3,4-dichlorophenyl)-4-oxobutyl]-1-phenyl-1,2,3-(1H)-triazole), aldehyde, C(C)(=O)NC1(CCNCC1)C1=CC=CC=C1 (4-acetamido-4-phenylpiperidine), amine, foam. Reported procedure: 5-[(1RS,2SR)-1-acetoxy-2-(3,4-dichlorophenyl)-4-(4-acetamido-4-phenylpiperidino)butyl]-1-phenyl-1,2,3-(1H)-triazole. Using a procedure similar to that described in Example 7, except using 4-acetamido-4-phenylpiperidine as the amine component, and 5-[(1RS,2SR)-1-acetoxy-2-(3,4-dichlorophenyl)-4-oxobutyl]-1-phenyl-1,2,3-(1H)-triazole as the aldehyde component, the coupling product was prepared as a white foam (61%); NMR: 7.75 (s,1), 7.50-7.01 (m,10), 6.79 (d,1), 6.53 (dd,1), 5.94 (d,1), 5.41 (s,H)... The product is ClC=1C=C(C=CC1Cl)C(C(O)C1=CN=NN1C1=CC=CC=C1)CCN1CCC(CC1)(C1=CC=CC=C1)NC(C)=O (5-[(1RS,2SR)-2-(3,4-Dichlorophenyl)-1-hydroxy-4-(4-acetamido-4-phenylpiperidino)butyl]-1-phenyl-1,2,3-(1H)triazole). As a reaction SMILES: C([O:4][CH:5]([C:33]1[N:37]([C:38]2[CH:43]=[CH:42][CH:41]=[CH:40][CH:39]=2)[N:36]=[N:35][CH:34]=1)[CH:6]([C:25]1[CH:30]=[CH:29][C:28]([Cl:31])=[C:27]([Cl:32])[CH:26]=1)[CH2:7][CH2:8][N:9]1[CH2:14][CH2:13][C:12]([NH:21][C:22](=[O:24])[CH3:23])([C:15]2[CH:20]=[CH:19][CH:18]=[CH:17][CH:16]=2)[CH2:11][CH2:10]1)(=O)C.C(NC1(C2C=CC=CC=2)CCNCC1)(=O)C.C(OC(C1N(C2C=CC=CC=2)N=NC=1)C(C1C=CC(Cl)=C(Cl)C=1)CC=O)(=O)C>>[Cl:32][C:27]1[CH:26]=[C:25]([CH:6]([CH2:7][CH2:8][N:9]2[CH2:10][CH2:11][C:12]([NH:21][C:22](=[O:24])[CH3:23])([C:15]3[CH:16]=[CH:17][CH:18]=[CH:19][CH:20]=3)[CH2:13][CH2:14]2)[CH:5]([C:33]2[N:37]([C:38]3[CH:39]=[CH:40][CH:41]=[CH:42][CH:43]=3)[N:36]=[N:35][CH:34]=2)[OH:4])[CH:30]=[CH:29][C:28]=1[Cl:31]. Starting materials: O(C1=CC=CC=C1)CC(=O)N[C@H]1[C@@H]2N([C@H](C(S2)(C)C)C(=O)O)C1=O (6β-Phenoxyacetamido-2,2-dimethylpenam-3α-carboxylic acid), N(=O)OC(C)C (isopropyl nitrite), C1(=CC=CC=C1)C(C1=CC=CC=C1)N (diphenylmethylamine). Run in O1CCCC1 (tetrahydrofuran). Run at time 3 hour. The product is O(C1=CC=CC=C1)CC(=O)N[C@H]1[C@@H]2N([C@H](C(S2)(C)C)C(=O)OC(C2=CC=CC=C2)C2=CC=CC=C2)C1=O (Diphenylmethyl 6β-phenoxyacetamido-2,2-dimethylpenam-3α-carboxylate). Reaction SMILES: [O:1]([CH2:8][C:9]([NH:11][C@@H:12]1[C:23](=[O:24])[N:14]2[C@@H:15]([C:20]([OH:22])=[O:21])[C:16]([CH3:19])([CH3:18])[S:17][C@H:13]12)=[O:10])[C:2]1[CH:7]=[CH:6][CH:5]=[CH:4][CH:3]=1.N(OC(C)C)=O.[C:31]1([CH:37](N)[C:38]2[CH:43]=[CH:42][CH:41]=[CH:40][CH:39]=2)[CH:36]=[CH:35][CH:34]=[CH:33][CH:32]=1>O1CCCC1>[O:1]([CH2:8][C:9]([NH:11][C@@H:12]1[C:23](=[O:24])[N:14]2[C@@H:15]([C:20]([O:22][CH:37]([C:31]3[CH:36]=[CH:35][CH:34]=[CH:33][CH:32]=3)[C:38]3[CH:43]=[CH:42][CH:41]=[CH:40][CH:39]=3)=[O:21])[C:16]([CH3:19])([CH3:18])[S:17][C@H:13]12)=[O:10])[C:2]1[CH:7]=[CH:6][CH:5]=[CH:4][CH:3]=1. Procedure: 6β-Phenoxyacetamido-2,2-dimethylpenam-3α-carboxylic acid (3.50 g, 10 m.moles) was added to a mixture of isopropyl nitrite (2.40 g, 27 m.moles) and diphenylmethylamine (2.21 g, 12 m.moles) in tetrahydrofuran (50 ml) at 35° and stirred for 3 hours. The solvent was removed in vacuo and the gum dissolved in chloroform (50 ml), which solution was washed with 5% sodium bicarbonate solution (50 ml) and then water (50 ml) to leave a gum of the title ester. Yield 2.11 g (40.8% based on the input penicill... Yields the product ClC1=C(C=CC=C1)C1=C(C=C(C(=N1)OCC(C(C)(C)C)=O)C(=O)C=1N(C=CN1)C)C1=CC=C(C=C1)Cl (1-({6-(2-Chlorophenyl)-5-(4-chlorophenyl)-3-[(1-methyl-1H-imidazol-2-yl)carbonyl]pyridin-2-yl}oxy)-3,3-dimethylbutan-2-one). Conditions: time 1 hour. Reactants: ClC1=C(C=CC=C1)C1=C(C=C(C(N1)=O)C(=O)C=1N(C=CN1)C)C1=CC=C(C=C1)Cl (6-(2-chlorophenyl)-5-(4-chlorophenyl)-3-[(1-methyl-1H-imidazol-2-yl)carbonyl]pyridin-2 (1H)-one), BrCC(C(C)(C)C)=O (1-bromopinacolone), C(=O)([O-])[O-].[Cs+].[Cs+] (Cs2CO3). RXN SMILES: [Cl:1][C:2]1[CH:7]=[CH:6][CH:5]=[CH:4][C:3]=1[C:8]1[NH:13][C:12](=[O:14])[C:11]([C:15]([C:17]2[N:18]([CH3:22])[CH:19]=[CH:20][N:21]=2)=[O:16])=[CH:10][C:9]=1[C:23]1[CH:28]=[CH:27][C:26]([Cl:29])=[CH:25][CH:24]=1.Br[CH2:31][C:32](=[O:37])[C:33]([CH3:36])([CH3:35])[CH3:34].C([O-])([O-])=O.[Cs+].[Cs+]>CN(C=O)C>[Cl:1][C:2]1[CH:7]=[CH:6][CH:5]=[CH:4][C:3]=1[C:8]1[N:13]=[C:12]([O:14][CH2:31][C:32](=[O:37])[C:33]([CH3:36])([CH3:35])[CH3:34])[C:11]([C:15]([C:17]2[N:18]([CH3:22])[CH:19]=[CH:20][N:21]=2)=[O:16])=[CH:10][C:9]=1[C:23]1[CH:28]=[CH:27][C:26]([Cl:29])=[CH:25][CH:24]=1 |f:2.3.4|. Procedure details: To a solution of the product of Step A in 4 mL DMF was added 0.125 g (0.698 mmol) of 1-bromopinacolone and 0.455 g (1.39 mmol) of Cs2CO3. The reaction mixture was stirred at room temperature for 1 h, then partitioned between EtOAc and saturated aqueous NaHCO3 solution. The organic layer was separated, washed with aq. NaHCO3, brine, dried (Na2SO4), filtered and evaporated. The residue was purified on a silica gel flash chromatography column eluted with 0–75% EtOAc-hexane. Evaporation of the purif... Run in CN(C)C=O (DMF).